Task: describe an organic reaction: reactants, conditions, products, and yield. Dataset: the Open Reaction Database (ORD), a public repository of structured organic reaction records Starting materials: [Br-], O=C(O)CCCCCCCCCC[P+](c1ccccc1)(c1ccccc1)c1ccccc1, C1CCOC1, O=Cc1ccco1. Yields the product O=C(O)CCCCCCCCCC=Cc1ccco1. Reaction SMILES: [Br-:1].[C:2](=[O:3])([OH:4])[CH2:5][CH2:6][CH2:7][CH2:8][CH2:9][CH2:10][CH2:11][CH2:12][CH2:13][CH2:14][P+:15]([c:16]1[cH:17][cH:18][cH:19][cH:20][cH:21]1)([c:22]1[cH:23][cH:24][cH:25][cH:26][cH:27]1)[c:28]1[cH:29][cH:30][cH:31][cH:32][cH:33]1.[CH2:41]1[O:42][CH2:43][CH2:44][CH2:45]1.[CH:34]([c:35]1[cH:36][cH:37][cH:38][o:39]1)=[O:40]>>[C:2](=[O:3])([OH:4])[CH2:5][CH2:6][CH2:7][CH2:8][CH2:9][CH2:10][CH2:11][CH2:12][CH2:13][CH:14]=[CH:34][c:35]1[cH:36][cH:37][cH:38][o:39]1.